This data is from the Open Reaction Database (ORD), a public repository of structured organic reaction records. The task is: describe an organic reaction: reactants, conditions, products, and yield Starting materials: C=O, O=CO, CC(C)c1ccc(C(N)=O)cc1, c1ccsc1. Product: CC(C)c1ccc(C(=O)NCc2cccs2)cc1. As a reaction SMILES: [CH2:6]=[O:7].[CH:20]([OH:21])=[O:22].[CH:8]([CH3:9])([CH3:10])[c:11]1[cH:12][cH:13][c:14]([C:15](=[O:16])[NH2:17])[cH:18][cH:19]1.[cH:1]1[cH:2][cH:3][s:4][cH:5]1>>[cH:1]1[cH:2][c:3]([CH2:6][NH:17][C:15]([c:14]2[cH:13][cH:12][c:11]([CH:8]([CH3:9])[CH3:10])[cH:19][cH:18]2)=[O:16])[s:4][cH:5]1. Starting materials: BrC1=CC=CC(=N1)/C=C(/C(=O)NC(CCC)C1=CC=C(C=C1)OC)\C#N ((E)-3-(6-bromopyridin-2-yl)-2-cyano-N-(1-(4-methoxyphenyl)butyl)acrylamide), BrC1=CC=CC(=N1)\C=C(/C(=O)NC(CCC)C1=CC=C(C=C1)OC)\C#N ((Z)-3-(6-bromopyridin-2-yl)-2-cyano-N-(1-(4-methoxyphenyl)butyl)acrylamide). Yields the product BrC1=CC=CC(=N1)C=C(C(=O)NC(CCC)C1=CC=C(C=C1)OC)C#N (3-(6-Bromopyridin-2-yl)-2-cyano-N-(1-(4-methoxyphenyl)butyl)acrylamide). RXN SMILES: [Br:1][C:2]1[N:7]=[C:6](/[CH:8]=[C:9](\[C:25]#[N:26])/[C:10]([NH:12][CH:13]([C:17]2[CH:22]=[CH:21][C:20]([O:23][CH3:24])=[CH:19][CH:18]=2)[CH2:14][CH2:15][CH3:16])=[O:11])[CH:5]=[CH:4][CH:3]=1.BrC1N=C(/C=C(/C#N)\C(NC(C2C=CC(OC)=CC=2)CCC)=O)C=CC=1>>[Br:1][C:2]1[N:7]=[C:6]([CH:8]=[C:9]([C:25]#[N:26])[C:10]([NH:12][CH:13]([C:17]2[CH:18]=[CH:19][C:20]([O:23][CH3:24])=[CH:21][CH:22]=2)[CH2:14][CH2:15][CH3:16])=[O:11])[CH:5]=[CH:4][CH:3]=1. Reported procedure: To a solution of 3-(6-bromopyridin-2-yl)-2-cyano-N-(1-(4-hydroxyphenyl)butyl)acrylamide (21 mg, 0.05 mmol) in acetone was added MeI (32.6 μL, 0.52 mmol) and potassium carbonate powder (7.25 mg, 0.05 mmol). The resulting mixture was stirred at room temperature for 4 hours before the addition of ethyl acetate. The organic solution was then washed with water (1×), saturated brine (1×), dried over sodium sulfate and concentrated to give a yellow oil as the crude product. The crude material was purif...